This data is from the Open Reaction Database (ORD), a public repository of structured organic reaction records. The task is: describe an organic reaction: reactants, conditions, products, and yield Run in C(Cl)Cl (methylene chloride). Procedure details: 52 g of ethyl (2-hydroxyethyl)-n-butylcarbamate are placed in 125 ml of methylene chloride and treated dropwise with 41.6 g of thionyl chloride during 45 minutes at 20°-25° C. Then the mixture is allowed to react for an additional 1 hour at room temperature. After removing the solvent, the residue is distilled to yield pure ethyl(2-chloroethyl)-n-butylcarbamate; b.p. 91° C./0.07 Torr. Reaction SMILES: O[CH2:2][CH2:3][N:4]([CH2:10][CH2:11][CH2:12][CH3:13])[C:5](=[O:9])[O:6][CH2:7][CH3:8].S(Cl)([Cl:16])=O>C(Cl)Cl>[CH2:7]([O:6][C:5](=[O:9])[N:4]([CH2:3][CH2:2][Cl:16])[CH2:10][CH2:11][CH2:12][CH3:13])[CH3:8]. Starting materials: OCCN(C(OCC)=O)CCCC (ethyl (2-hydroxyethyl)-n-butylcarbamate), S(=O)(Cl)Cl (thionyl chloride). Product: C(C)OC(N(CCCC)CCCl)=O (ethyl(2-chloroethyl)-n-butylcarbamate). Starting materials: OCC=C(c1ccc(Br)cc1)c1ccc(Br)cc1, CCCCP(CCCC)CCCC, C1CCOC1, COC(=O)Cc1ccc(O)cc1. Yields the product COC(=O)Cc1ccc(OCC=C(c2ccc(Br)cc2)c2ccc(Br)cc2)cc1. RXN SMILES: [Br:26][c:27]1[cH:28][cH:29][c:30]([C:33](=[CH:34][CH2:35][OH:36])[c:37]2[cH:38][cH:39][c:40]([Br:43])[cH:41][cH:42]2)[cH:31][cH:32]1.[CH2:1]([P:2]([CH2:3][CH2:4][CH2:5][CH3:6])[CH2:7][CH2:8][CH2:9][CH3:10])[CH2:11][CH2:12][CH3:13].[CH2:44]1[O:45][CH2:46][CH2:47][CH2:48]1.[OH:14][c:15]1[cH:16][cH:17][c:18]([CH2:21][C:22](=[O:23])[O:24][CH3:25])[cH:19][cH:20]1>>[O:14]([c:15]1[cH:16][cH:17][c:18]([CH2:21][C:22](=[O:23])[O:24][CH3:25])[cH:19][cH:20]1)[CH2:35][CH:34]=[C:33]([c:30]1[cH:29][cH:28][c:27]([Br:26])[cH:32][cH:31]1)[c:37]1[cH:38][cH:39][c:40]([Br:43])[cH:41][cH:42]1. The reactants are ClCCl, CC(C)S(=O)(=O)Cl, CN(C)c1ccccn1, Nc1ccc(F)cc1F, O, c1ccncc1. Yields the product CC(C)S(=O)(=O)Nc1ccc(F)cc1F. Reaction SMILES: [CH2:32]([Cl:33])[Cl:34].[CH3:16][CH:17]([CH3:18])[S:19](=[O:20])(=[O:21])[Cl:22].[CH3:23][N:24]([c:25]1[cH:26][cH:27][cH:28][cH:29][n:30]1)[CH3:31].[F:1][c:2]1[c:3]([NH2:9])[cH:4][cH:5][c:6]([F:8])[cH:7]1.[OH2:35].[cH:10]1[cH:11][cH:12][n:13][cH:14][cH:15]1>>[F:1][c:2]1[c:3]([NH:9][S:19]([CH:17]([CH3:16])[CH3:18])(=[O:20])=[O:21])[cH:4][cH:5][c:6]([F:8])[cH:7]1. The reactants are CNC (dimethylamine), C[C@H]1CC[C@H](CC1)NC(C=CC1=CC(=C(C=C1)OCCCl)OC)=O (N-(cis-4-methylcyclohexyl)-4-(2-chloroethoxy)-3-methoxycinnamamide), [Cl-].[Na+] (sodium chloride), C(Cl)Cl (methylene chloride). Solvent: CC(=O)CC(C)C (methylisobutylketone). Reaction conditions: temperature 110 celsius. Product: C[C@H]1CC[C@H](CC1)NC(C=CC1=CC(=C(C=C1)OCCN(C)C)OC)=O (N-(cis-4-methylcyclohexyl)-4-(2-dimethylaminoethoxy)-3-methoxycinnamamide). RXN SMILES: [CH3:1][NH:2][CH3:3].[CH3:4][C@@H:5]1[CH2:10][CH2:9][C@H:8]([NH:11][C:12](=[O:27])[CH:13]=[CH:14][C:15]2[CH:20]=[CH:19][C:18]([O:21][CH2:22][CH2:23]Cl)=[C:17]([O:25][CH3:26])[CH:16]=2)[CH2:7][CH2:6]1.[Cl-].[Na+].C(Cl)Cl>CC(CC(C)C)=O>[CH3:4][C@@H:5]1[CH2:10][CH2:9][C@H:8]([NH:11][C:12](=[O:27])[CH:13]=[CH:14][C:15]2[CH:20]=[CH:19][C:18]([O:21][CH2:22][CH2:23][N:2]([CH3:3])[CH3:1])=[C:17]([O:25][CH3:26])[CH:16]=2)[CH2:7][CH2:6]1 |f:2.3|. Procedure: 40 ml of a 50% aqueous dimethylamine solution was added to a solution of 2 g of N-(cis-4-methylcyclohexyl)-4-(2-chloroethoxy)-3-methoxycinnamamide (Example 106) in 40 ml of methylisobutylketone. The solution was reacted for 18 hours by heating heated to 110° C., in a closed system. After reaction, the reaction solution was added with 200 ml of an aqueous sodium chloride solution and 100 ml of methylene chloride, and subjected to extraction. The aqueous layer was extracted twice with 100 ml of me... Starting materials: Cl.C1(CC1)COC1=C(C=CC(=C1)F)C=1C2=C(N=CN1)C(=C(N2)C)C(=O)N[C@@H]2[C@@H](CNCC2)O (4-[2-(cyclopropylmethoxy)-4-fluorophenyl]-N-[(3R*,4S*)-3-hydroxypiperidin-4-yl]-6-methyl-5H-pyrrolo[3,2-d]pyrimidine-7-carboxamide hydrochloride), C(C)(=O)OCC(=O)Cl (2-chloro-2-oxoethyl acetate). Product: C1(CC1)COC1=C(C=CC(=C1)F)C=1C2=C(N=CN1)C(=C(N2)C)C(=O)N[C@@H]2[C@H](CN(CC2)C(CO)=O)O (4-[2-(Cyclopropylmethoxy)-4-fluorophenyl]-N-[(3S*,4S*)-3-hydroxy-1-(hydroxyacetyl)piperidin-4-yl]-6-methyl-5H-pyrrolo[3,2-d]pyrimidine-7-carboxamide). RXN SMILES: Cl.[CH:2]1([CH2:5][O:6][C:7]2[CH:12]=[C:11]([F:13])[CH:10]=[CH:9][C:8]=2[C:14]2[C:15]3[NH:22][C:21]([CH3:23])=[C:20]([C:24]([NH:26][C@H:27]4[CH2:32][CH2:31][NH:30][CH2:29][C@H:28]4[OH:33])=[O:25])[C:16]=3[N:17]=[CH:18][N:19]=2)[CH2:4][CH2:3]1.C([O:37][CH2:38][C:39](Cl)=[O:40])(=O)C>>[CH:2]1([CH2:5][O:6][C:7]2[CH:12]=[C:11]([F:13])[CH:10]=[CH:9][C:8]=2[C:14]2[C:15]3[NH:22][C:21]([CH3:23])=[C:20]([C:24]([NH:26][C@H:27]4[CH2:32][CH2:31][N:30]([C:38](=[O:37])[CH2:39][OH:40])[CH2:29][C@@H:28]4[OH:33])=[O:25])[C:16]=3[N:17]=[CH:18][N:19]=2)[CH2:4][CH2:3]1 |f:0.1|. Procedure details: Starting from 4-[2-(cyclopropylmethoxy)-4-fluorophenyl]-N-[(3R*,4S*)-3-hydroxypiperidin-4-yl]-6-methyl-5H-pyrrolo[3,2-d]pyrimidine-7-carboxamide hydrochloride (example D.f11) and commercially available 2-chloro-2-oxoethyl acetate the title compound is obtained as colorless solid. The reactants are CN(C1=CC=CC=C1)C=O (N-methylformanilide), C1(=CC=CC=C1)O (phenol), P(=O)(Cl)(Cl)Cl (phosphoryl chloride), C(C)(C)(C)C1=C(C=CC=C1)O (Ortho-tertbutylphenol). Run in C1(=CC=CC=C1)C (toluene), hexanes. Conditions: time 1 hour. Product: CC(C)(C)C=1C=C(C=O)C=CC1O (3-(1,1-dimethylethyl)-4-hydroxybenzaldehyde). Reaction SMILES: CN([CH:9]=[O:10])C1C=CC=CC=1.P(Cl)(Cl)(Cl)=O.[C:16]([C:20]1[CH:25]=[CH:24][CH:23]=[CH:22][C:21]=1[OH:26])([CH3:19])([CH3:18])[CH3:17].C1(O)C=CC=CC=1>C1(C)C=CC=CC=1>[CH3:18][C:16]([C:20]1[CH:25]=[C:24]([CH:23]=[CH:22][C:21]=1[OH:26])[CH:9]=[O:10])([CH3:19])[CH3:17]. Procedure: Into 184.4 ml (1,494 mol) of N-methylformanilide were added dropwise, with cooling, 130.9 ml (1,404 mol) of phosphoryl chloride over a period of 20 minutes. The mixture was allowed to warm to room temperature and stirred for one hour. Ortho-tertbutylphenol (138.2 ml; 0.9 mol) was then added dropwise to the reaction solution over a period of 25 minutes. After phenol addition was complete, the resulting reaction mixture was stirred for an additional 30 minutes at room temperature and then heated t... Reactants: NOS(=O)(=O)O (hydroxylamine-O-sulfonic acid), [OH-].[Na+] (sodium hydroxide), CN1N=C2C=CC=CC2=C1S(=O)[O-].[Li+] (lithium 2-methyl-2H-indazole-3-sulfinate). Run in O (water), O (water). Run at temperature 10 celsius, time 12 hour. Yields the product CN1N=C2C=CC=CC2=C1S(=O)(=O)N (2-methyl-2H-indazole-3-sulfonamide). The yield is 58.0%. Reaction SMILES: [NH2:1]OS(O)(=O)=O.[OH-].[Na+].[CH3:9][N:10]1[C:18]([S:19]([O-:21])=[O:20])=[C:17]2[C:12]([CH:13]=[CH:14][CH:15]=[CH:16]2)=[N:11]1.[Li+]>O>[CH3:9][N:10]1[C:18]([S:19]([NH2:1])(=[O:21])=[O:20])=[C:17]2[C:12]([CH:13]=[CH:14][CH:15]=[CH:16]2)=[N:11]1 |f:1.2,3.4|. Procedure details: A solution containing 9.5 g (72 mmol) of 2-methyl-2H-indazole in 200 ml of ethyl ether, was cooled to -30° C., and 61.4 g (144 mmol) of n-butyl lithium (a 15% hexane solution) was dropwise added thereto. The mixture was stirred for one hour at the same temperature, and then an excess amount of sulfurous acid gas was blown thereinto for 3 hours at a temperature of not higher than -20° C. After completion of the reaction, the mixture was returned to room temperature, stirred for 12 hours and then ...